From a dataset of the Open Reaction Database (ORD), a public repository of structured organic reaction records. describe an organic reaction: reactants, conditions, products, and yield Starting materials: O1CCOCC1 (dioxan), ClC=1C=C(CNN)C=CC1Br (3-Chloro-4-bromobenzylhydrazine), 3-oxo-Δ1,α-phthalanacetic acid, C(O)([O-])=O.[Na+] (sodium hydrogen carbonate). Solvent: O (water), O (water). Yields the product ClC=1C=C(CN2C(C3=CC=CC=C3C(=N2)CC(=O)O)=O)C=CC1Br (2-(3-chloro-4-bromobenzyl)-1,2-dihydro-1-oxophthalazin-4-ylacetic acid). RXN SMILES: [Cl:1][C:2]1[CH:3]=[C:4]([CH:8]=[CH:9][C:10]=1[Br:11])[CH2:5][NH:6][NH2:7].[C:12](=[O:15])([O-])[OH:13].[Na+].[O:17]1[CH2:22][CH2:21]OCC1>O>[Cl:1][C:2]1[CH:3]=[C:4]([CH:8]=[CH:9][C:10]=1[Br:11])[CH2:5][N:6]1[N:7]=[C:9]([CH2:8][C:12]([OH:13])=[O:15])[C:10]2[C:21](=[CH:5][CH:4]=[CH:3][CH:2]=2)[C:22]1=[O:17] |f:1.2|. Reported procedure: 3-Chloro-4-bromobenzylhydrazine (2.5 g.) was added to a stirred mixture of 3-oxo-Δ1,α-phthalanacetic acid (also known as phthalideneacetic acid (1.92 g.) and sodium hydrogen carbonate (2.0 g.) in dioxan (50 ml.) and water (25 ml.). The mixture was then heated under reflux for 3 hours, cooled to room temperature and poured into water (200 ml.). The aqueous solution was extracted with ether (3×100 ml.) and the aqueous phase was acidified with concentrated hydrochloric acid to pH 2. The solid which... The reactants are S=C1CN=C(c2ccccn2)c2cc(Br)ccc2N1, CO, N, C1CCOC1. Product: NC1=Nc2ccc(Br)cc2C(c2ccccn2)=NC1. As a reaction SMILES: [Br:1][c:2]1[cH:3][cH:4][c:5]2[c:6]([cH:19]1)[C:7]([c:13]1[n:14][cH:15][cH:16][cH:17][cH:18]1)=[N:8][CH2:9][C:10](=[S:12])[NH:11]2.[CH3:21][OH:22].[NH3:20].[O:23]1[CH2:24][CH2:25][CH2:26][CH2:27]1>>[Br:1][c:2]1[cH:3][cH:4][c:5]2[c:6]([cH:19]1)[C:7]([c:13]1[n:14][cH:15][cH:16][cH:17][cH:18]1)=[N:8][CH2:9][C:10]([NH2:20])=[N:11]2.